Dataset: the Open Reaction Database (ORD), a public repository of structured organic reaction records. Task: describe an organic reaction: reactants, conditions, products, and yield The reactants are ClC1=C(C(C=O)=CC=C1Cl)O (3,4-dichlorosalicylaldehyde), ClC(C(=O)OC)C(=O)OC (dimethyl chloromalonate), C([O-])([O-])=O.[K+].[K+] (potassium carbonate). Run in C(C)C(=O)C (methyl ethyl ketone). Yields the product ClC1=C(C2=C(C=C(O2)C(=O)OC)C=C1)Cl (methyl 6,7-dichloro-2-benzofurancarboxylate). Yield: 75.5%. Reaction SMILES: [Cl:1][C:2]1[C:9]([Cl:10])=[CH:8][CH:7]=[C:4]([CH:5]=O)[C:3]=1[OH:11].Cl[CH:13](C(OC)=O)[C:14]([O:16][CH3:17])=[O:15].C(=O)([O-])[O-].[K+].[K+]>C(C(C)=O)C>[Cl:10][C:9]1[CH:8]=[CH:7][C:4]2[CH:5]=[C:13]([C:14]([O:16][CH3:17])=[O:15])[O:11][C:3]=2[C:2]=1[Cl:1] |f:2.3.4|. Procedure details: A suspension of 3,4-dichlorosalicylaldehyde (191 mg, 1.0 mmol), dimethyl chloromalonate (330 mg, 2.0 mmol), and powdery anhydrous potassium carbonate (414 mg, 3.0 mmol) in 4 ml of methyl ethyl ketone is refluxed under heating for 3 hours and evaporated under reduced pressure. The remaining residue is dissolved in ethyl acetate, washed with 10% hydrochloric acid, then water, dried over anhydrous sodium sulfate, and evaporated under reduced pressure to give a residue, which is chromatographed on a...